Dataset: the Open Reaction Database (ORD), a public repository of structured organic reaction records. Task: describe an organic reaction: reactants, conditions, products, and yield As a reaction SMILES: [Br:14][Si:15]([CH3:16])([CH3:17])[CH3:18].[Cl:19][CH2:20][Cl:21].[Cl:1][c:2]1[cH:3][cH:4][c:5](-[c:7]2[s:8][c:9]([CH2:12][OH:13])[cH:10][cH:11]2)[s:6]1>>[Cl:1][c:2]1[cH:3][cH:4][c:5](-[c:7]2[s:8][c:9]([CH2:12][Br:14])[cH:10][cH:11]2)[s:6]1. The reactants are C[Si](C)(C)Br, ClCCl, OCc1ccc(-c2ccc(Cl)s2)s1. Product: Clc1ccc(-c2ccc(CBr)s2)s1. Procedure: 3,4-dimethoxyphenyl boronic acid (0.126 g, 0.693 mmol) and 3-bromoaniline (0.05 mL, 0.462 mmol) were combined in DME (2 mL) in a flame-dried, round-bottom flask. Na2CO3 (2M, 0.485 mL, 0.970 mmol) and Pd(PPh3)4 (0.017 g, 0.014 mmol) were added to the stirred solution. The reaction was refluxed overnight under argon flow, and subsequently cooled to room temperature. The solvent was removed under vacuum and the resulting residue was resuspended in H20 and extracted with CH2Cl2. The organic phase wa... The reactants are COC=1C=C(C=CC1OC)B(O)O (3,4-dimethoxyphenyl boronic acid), BrC=1C=C(N)C=CC1 (3-bromoaniline), C(=O)([O-])[O-].[Na+].[Na+] (Na2CO3). Isolated yield 63.0%. Reaction SMILES: [CH3:1][O:2][C:3]1[CH:4]=[C:5](B(O)O)[CH:6]=[CH:7][C:8]=1[O:9][CH3:10].Br[C:15]1[CH:16]=[C:17]([CH:19]=[CH:20][CH:21]=1)[NH2:18].C([O-])([O-])=O.[Na+].[Na+]>COCCOC.C1C=CC([P]([Pd]([P](C2C=CC=CC=2)(C2C=CC=CC=2)C2C=CC=CC=2)([P](C2C=CC=CC=2)(C2C=CC=CC=2)C2C=CC=CC=2)[P](C2C=CC=CC=2)(C2C=CC=CC=2)C2C=CC=CC=2)(C2C=CC=CC=2)C2C=CC=CC=2)=CC=1>[CH3:1][O:2][C:3]1[CH:4]=[C:5]([C:15]2[CH:21]=[CH:20][CH:19]=[C:17]([NH2:18])[CH:16]=2)[CH:6]=[CH:7][C:8]=1[O:9][CH3:10] |f:2.3.4,^1:37,39,58,77|. Reagents/catalysts: C=1C=CC(=CC1)[P](C=2C=CC=CC2)(C=3C=CC=CC3)[Pd]([P](C=4C=CC=CC4)(C=5C=CC=CC5)C=6C=CC=CC6)([P](C=7C=CC=CC7)(C=8C=CC=CC8)C=9C=CC=CC9)[P](C=1C=CC=CC1)(C=1C=CC=CC1)C=1C=CC=CC1 (Pd(PPh3)4). The product is COC=1C=C(C=CC1OC)C1=CC(=CC=C1)N (3′,4′-dimethoxy-biphenyl-3-ylamine). The solvent is COCCOC (DME). Reactants: COCc1nc2nc(-c3ncccc3C(F)(F)F)ccc2c(O)c1C(=O)OC, ClC(Cl)Cl, O=P(Cl)(Cl)Cl, Cc1cccc(C)n1. Product: COCc1nc2nc(-c3ncccc3C(F)(F)F)ccc2c(Cl)c1C(=O)OC. RXN SMILES: [CH3:1][O:2][C:3](=[O:4])[c:5]1[c:6]([CH2:26][O:27][CH3:28])[n:7][c:8]2[n:9][c:10](-[c:16]3[n:17][cH:18][cH:19][cH:20][c:21]3[C:22]([F:23])([F:24])[F:25])[cH:11][cH:12][c:13]2[c:14]1[OH:15].[Cl:42][CH:43]([Cl:44])[Cl:45].[P:29]([Cl:30])([Cl:31])([Cl:32])=[O:33].[n:34]1[c:35]([CH3:36])[cH:37][cH:38][cH:39][c:40]1[CH3:41]>>[CH3:1][O:2][C:3](=[O:4])[c:5]1[c:6]([CH2:26][O:27][CH3:28])[n:7][c:8]2[n:9][c:10](-[c:16]3[n:17][cH:18][cH:19][cH:20][c:21]3[C:22]([F:23])([F:24])[F:25])[cH:11][cH:12][c:13]2[c:14]1[Cl:31].